From a dataset of the Open Reaction Database (ORD), a public repository of structured organic reaction records. describe an organic reaction: reactants, conditions, products, and yield The reactants are OC=1C=C(C=CC1)NS(=O)(=O)C1=CC=2C(C3=CC(=CC=C3C2C=C1)S(=O)(=O)NC1=CC(=CC=C1)O)=NNC(=O)OC(C)(C)C (tert-Butyl 2-(2,7-bis{[(3-Hydroxyphenyl)amino]sulfonyl}-9H-fluoren-9-ylidene)hydrazinecarboxylate), C1(=CC=C(C=C1)S(=O)(=O)O)C (p-toluenesulfonic acid). Run in C(C)O (ethanol). Reaction conditions: time 3 hour. Yields the product N(N)=C1C2=CC(=CC=C2C=2C=CC(=CC12)S(=O)(=O)NC1=CC(=CC=C1)O)S(=O)(=O)NC1=CC(=CC=C1)O (9-Hydrazono-N,N′-bis(3-hydroxyphenyl)-9H-fluorene-2,7-disulfonamide). Yield: 19.7%. As a reaction SMILES: [OH:1][C:2]1[CH:3]=[C:4]([NH:8][S:9]([C:12]2[CH:24]=[CH:23][C:22]3[C:21]4[C:16](=[CH:17][C:18]([S:25]([NH:28][C:29]5[CH:34]=[CH:33][CH:32]=[C:31]([OH:35])[CH:30]=5)(=[O:27])=[O:26])=[CH:19][CH:20]=4)[C:15](=[N:36][NH:37]C(OC(C)(C)C)=O)[C:14]=3[CH:13]=2)(=[O:11])=[O:10])[CH:5]=[CH:6][CH:7]=1.C1(C)C=CC(S(O)(=O)=O)=CC=1>C(O)C>[N:36](=[C:15]1[C:14]2[CH:13]=[C:12]([S:9]([NH:8][C:4]3[CH:5]=[CH:6][CH:7]=[C:2]([OH:1])[CH:3]=3)(=[O:10])=[O:11])[CH:24]=[CH:23][C:22]=2[C:21]2[C:16]1=[CH:17][C:18]([S:25]([NH:28][C:29]1[CH:34]=[CH:33][CH:32]=[C:31]([OH:35])[CH:30]=1)(=[O:27])=[O:26])=[CH:19][CH:20]=2)[NH2:37]. Procedure details: The product from Example 4A (218 mg, 0.34 mmol) in absolute ethanol was treated with three crystals of p-toluenesulfonic acid and heated at reflux. After 3 hours, the mixture was allowed to cool to room temperature and was concentrated under reduced pressure. The residue was taken up in ethyl acetate, washed with saturated NaHCO3 solution, brine, dried (Na2SO4), filtered, and the filtrate was concentrated under reduced pressure. The residue was purified by flash chromatography (85% ethyl acetate...